Task: describe an organic reaction: reactants, conditions, products, and yield. Dataset: the Open Reaction Database (ORD), a public repository of structured organic reaction records The reactants are C(C=C)(=O)OCC1=CC=CC=C1 (benzyl acrylate), COCN(C[Si](C)(C)C)CC1=CC=CC=C1 (N-(methoxymethyl)-N-(trimethylsilylmethyl)benzylamine), C(=O)(C(F)(F)F)O (TFA). The solvent is C(Cl)Cl (CH2Cl2). Run at time 2.5 hour. The product is C(C1=CC=CC=C1)N1CC(CC1)C(=O)OCC1=CC=CC=C1 ((R/S)-1-Benzyl-pyrrolidin-3-yl carboxylic acid, benzyl ester). The yield is 98.9%. As a reaction SMILES: [C:1]([O:5][CH2:6][C:7]1[CH:12]=[CH:11][CH:10]=[CH:9][CH:8]=1)(=[O:4])[CH:2]=[CH2:3].CO[CH2:15][N:16]([CH2:22][C:23]1[CH:28]=[CH:27][CH:26]=[CH:25][CH:24]=1)[CH2:17][Si](C)(C)C.C(O)(C(F)(F)F)=O>C(Cl)Cl>[CH2:22]([N:16]1[CH2:15][CH2:3][CH:2]([C:1]([O:5][CH2:6][C:7]2[CH:12]=[CH:11][CH:10]=[CH:9][CH:8]=2)=[O:4])[CH2:17]1)[C:23]1[CH:24]=[CH:25][CH:26]=[CH:27][CH:28]=1. Reported procedure: A solution of 10.0 g (61.6 mmol) of benzyl acrylate and 19 mL (74.2 mmol) of N-(methoxymethyl)-N-(trimethylsilylmethyl)benzylamine in 75 mL of CH2Cl2 at 0° C. was treated with 0.5 mL (6.5 mmol) of TFA while maintaining the internal temperature at less than 3° C. The reaction was warmed to rt and stirred for 2.5 h. The reaction mixture was washed with 250 mL of 1N NaHCO3 and 250 mL of sat'd NaCl. The organic layer was dried over Na2SO4 and concentrated. The residue was purified on a 40L Biotage c... Starting materials: raw product, NC=1C=C2C(C(NC2=CC1)=O)=CC1=CNC2=NC=CC=C12 (5-amino-3-[(7-azaindol-3-yl)methylene]-2-oxindole), [O-]C#N.[Na+] (sodium cyanate), Cl (HCl). Run in ice water. Conditions: time 4 hour. Product: N(C(=O)N)C=1C=C2C(C(NC2=CC1)=O)=CC1=CNC2=NC=CC=C12 (5-ureido-3-[(7-azaindol-3-yl)methylene]-2-oxindole). Yield: 50.0%. Reaction SMILES: [NH2:1][C:2]1[CH:3]=[C:4]2[C:8](=[CH:9][CH:10]=1)[NH:7][C:6](=[O:11])[C:5]2=[CH:12][C:13]1[C:21]2[C:16](=[N:17][CH:18]=[CH:19][CH:20]=2)[NH:15][CH:14]=1.Cl.[O-:23][C:24]#[N:25].[Na+]>>[NH:1]([C:2]1[CH:3]=[C:4]2[C:8](=[CH:9][CH:10]=1)[NH:7][C:6](=[O:11])[C:5]2=[CH:12][C:13]1[C:21]2[C:16](=[N:17][CH:18]=[CH:19][CH:20]=2)[NH:15][CH:14]=1)[C:24]([NH2:25])=[O:23] |f:2.3|. Procedure details: A mixture of 5-amino-3-[(7-azaindol-3-yl)methylene]-2-oxindole (2.773 g, 10 mmol) in ice water (20 ml) are added 5N HCl (2 ml, 10 mmol) under stirring. Then the mixture was heated to 70°14 80° C., sodium cyanate (0.715 g, 11 mmol) was added portionwise and the stirring was continued for further 4 h at this temperature. After cooling the raw product was extracted with CHCl3, the organic layer washed to neutrality with saline solution, dried and evaporated in vacuo. The residue was chromatographed... Starting materials: C(C)(C)(C)OC(=O)N1C[C@H]2CC(=C([C@@H](C1)N2C(=O)OC(C)(C)C)C(=O)O)C2=CC=C(C=C2)OCCOC2=C(C=C(C=C2Cl)C)Cl ((rac.)-(1R*,5S*)-7-{4-[2-(2,6-dichloro-4-methyl-phenoxy)-ethoxy]-phenyl}-3,9-diaza-bicyclo[3.3.1]non-6-ene-3,6,9-tricarboxylic acid 3,9-di-tert-butyl ester), ClC1=C(CNC2CC2)C=C(C=C1)CCCOC (N-[2-chloro-5-(3-methoxypropyl)benzyl]cyclopropanamine). The product is ClC1=C(CN(C(=O)C=2[C@H]3CNC[C@@H](CC2C2=CC=C(C=C2)OCCOC2=C(C=C(C=C2Cl)C)Cl)N3)C3CC3)C=C(C=C1)CCCOC ((rac.)-(1R*,5S*)-7-{4-[2-(2,6-Dichloro-4-methyl-phenoxy)-ethoxy]-phenyl}-3,9-diaza-bicyclo[3.3.1]non-6-ene-6-carboxylic acid [2-chloro-5-(3-methoxy-propyl)-benzyl]-cyclopropyl-amide). As a reaction SMILES: C(OC([N:8]1[CH2:15][C@H:14]2[N:16](C(OC(C)(C)C)=O)[C@H:10]([CH2:11][C:12]([C:27]3[CH:32]=[CH:31][C:30]([O:33][CH2:34][CH2:35][O:36][C:37]4[C:42]([Cl:43])=[CH:41][C:40]([CH3:44])=[CH:39][C:38]=4[Cl:45])=[CH:29][CH:28]=3)=[C:13]2[C:24](O)=[O:25])[CH2:9]1)=O)(C)(C)C.[Cl:46][C:47]1[CH:57]=[CH:56][C:55]([CH2:58][CH2:59][CH2:60][O:61][CH3:62])=[CH:54][C:48]=1[CH2:49][NH:50][CH:51]1[CH2:53][CH2:52]1>>[Cl:46][C:47]1[CH:57]=[CH:56][C:55]([CH2:58][CH2:59][CH2:60][O:61][CH3:62])=[CH:54][C:48]=1[CH2:49][N:50]([CH:51]1[CH2:52][CH2:53]1)[C:24]([C:13]1[C@@H:14]2[NH:16][C@H:10]([CH2:11][C:12]=1[C:27]1[CH:32]=[CH:31][C:30]([O:33][CH2:34][CH2:35][O:36][C:37]3[C:42]([Cl:43])=[CH:41][C:40]([CH3:44])=[CH:39][C:38]=3[Cl:45])=[CH:29][CH:28]=1)[CH2:9][NH:8][CH2:15]2)=[O:25]. Reported procedure: This compound was synthesized from (rac.)-(1R*,5S*)-7-{4-[2-(2,6-dichloro-4-methyl-phenoxy)-ethoxy]-phenyl}-3,9-diaza-bicyclo[3.3.1]non-6-ene-3,6,9-tricarboxylic acid 3,9-di-tert-butyl ester (WO 2005/040165) and N-[2-chloro-5-(3-methoxypropyl)benzyl]cyclopropanamine, as for compound L1, and as described for Example 1. MS (ESI, Q+) m/z 697.9. Starting materials: ClC1=CC=C(C(=C)C)C=C1 (p-chloro-α-methylstyrene), [H][H] (hydrogen), [H][H] (hydrogen). Reagents/catalysts: [Pt]=O (platinum oxide). The solvent is C(C)O (ethanol). Reaction conditions: time 8 hour. The product is ClC1=CC=C(C=C1)C(C)C (p-chlorocumene). Yield: 40.2%. RXN SMILES: [Cl:1][C:2]1[CH:10]=[CH:9][C:5]([C:6]([CH3:8])=[CH2:7])=[CH:4][CH:3]=1.[H][H]>[Pt]=O.C(O)C>[Cl:1][C:2]1[CH:10]=[CH:9][C:5]([CH:6]([CH3:8])[CH3:7])=[CH:4][CH:3]=1. Procedure: A mixture of p-chloro-α-methylstyrene (15.7 g, 204 mmole), 20 milligrams (mg) platinum oxide, and 20 ml absolute ethanol was shaken on a Paar Hydrogenator for about 8 hours, beginning with an initial hydrogen pressure of 42 pounds-per-square-inch (psi). During this procedure, an additional 14 psi of hydrogen were added to the Hydrogenator reservoir. The mixture was then filtered and the solvent removed by careful distillation at atmospheric pressure. The residual material resulting was distilled...